From a dataset of the Open Reaction Database (ORD), a public repository of structured organic reaction records. describe an organic reaction: reactants, conditions, products, and yield The reactants are CC1(CBr)SC2C(NC(=O)Cc3ccccc3)C(=O)N2C1C(=O)OCC(Cl)(Cl)Cl, O=C([O-])O, Cc1nnc(S)s1, NC=O, [Na+], O. Yields the product Cc1nnc(SCC2(C)SC3C(NC(=O)Cc4ccccc4)C(=O)N3C2C(=O)OCC(Cl)(Cl)Cl)s1. RXN SMILES: [Br:13][CH2:14][C:15]1([CH3:41])[S:16][CH:17]2[N:18]([CH:19]1[C:20](=[O:21])[O:22][CH2:23][C:24]([Cl:25])([Cl:26])[Cl:27])[C:28](=[O:40])[CH:29]2[NH:30][C:31]([CH2:32][c:33]1[cH:34][cH:35][cH:36][cH:37][cH:38]1)=[O:39].[C:8](=[O:9])([OH:10])[O-:11].[CH3:1][c:2]1[n:3][n:4][c:5]([SH:7])[s:6]1.[CH:43]([NH2:44])=[O:45].[Na+:12].[OH2:42]>>[CH3:1][c:2]1[n:3][n:4][c:5]([S:7][CH2:14][C:15]2([CH3:41])[S:16][CH:17]3[N:18]([CH:19]2[C:20](=[O:21])[O:22][CH2:23][C:24]([Cl:25])([Cl:26])[Cl:27])[C:28](=[O:40])[CH:29]3[NH:30][C:31]([CH2:32][c:33]2[cH:34][cH:35][cH:36][cH:37][cH:38]2)=[O:39])[s:6]1.